This data is from the Open Reaction Database (ORD), a public repository of structured organic reaction records. The task is: describe an organic reaction: reactants, conditions, products, and yield The reactants are C(=S)=S (Carbon disulfide), BrCCBr (1,2-dibromoethane), [H-].[Na+] (sodium hydride), C(C)OC(=O)CC(=O)N[C@H]1[C@@H]2N(C(C(S2)(C)C)C(=O)OCC=C)C1=O (allyl 6β-[(ethoxycarbonyl)acetamido]-2,2-dimethylpenam-3-carboxylate). The solvent is CN(C=O)C (dimethylformamide), C1(=CC=CC=C1)C (toluene). Reaction conditions: temperature 0 celsius, time 30 minute. Product: S1C(SCC1)=C(C(=O)N[C@H]1[C@@H]2N(C(C(S2)(C)C)C(=O)OCC=C)C1=O)C(=O)OCC (Allyl 6β-[(1,3-dithiolan-2-ylidene)(ethoxycarbonyl)acetamido]-2,2-dimethylpenam-3-carboxylate). The yield is 65.0%. RXN SMILES: [C:1](=[S:3])=[S:2].Br[CH2:5][CH2:6]Br.[H-].[Na+].[CH2:10]([O:12][C:13]([CH2:15][C:16]([NH:18][C@@H:19]1[C:33](=[O:34])[N:21]2[CH:22]([C:27]([O:29][CH2:30][CH:31]=[CH2:32])=[O:28])[C:23]([CH3:26])([CH3:25])[S:24][C@H:20]12)=[O:17])=[O:14])[CH3:11]>CN(C)C=O.C1(C)C=CC=CC=1>[S:2]1[CH2:6][CH2:5][S:3][C:1]1=[C:15]([C:13]([O:12][CH2:10][CH3:11])=[O:14])[C:16]([NH:18][C@@H:19]1[C:33](=[O:34])[N:21]2[CH:22]([C:27]([O:29][CH2:30][CH:31]=[CH2:32])=[O:28])[C:23]([CH3:26])([CH3:25])[S:24][C@H:20]12)=[O:17] |f:2.3|. Procedure details: Carbon disulfide (1.5 mL), 1,2-dibromoethane (845 mg, 4.5 mmol) and sodium hydride, 60% (240 mg, 6 mmol) were added sequentially to a solution of allyl 6β-[(ethoxycarbonyl)acetamido]-2,2-dimethylpenam-3-carboxylate (1.11 g, 3 mmol) in 3 mL of dimethylformamide at 0° C. The reaction mixture was stirred at 0° C. for 30 min under a nitrogen atmosphere. The mixture was diluted with toluene, washed with water and saturated NaCl solution, and dried over Na2SO4. After concentration, the residue was chr... The reactants are CC1(C)CC(=O)Nc2cc3nc(-c4ccc([N+](=O)[O-])cc4)[nH]c3cc21, CO. Yields the product CC1(C)CC(=O)Nc2cc3nc(-c4ccc(N)cc4)[nH]c3cc21. RXN SMILES: [CH3:1][C:2]1([CH3:25])[CH2:3][C:4](=[O:24])[NH:5][c:6]2[cH:7][c:8]3[c:9]([cH:10][c:11]21)[nH:12][c:13](-[c:15]1[cH:16][cH:17][c:18]([N+:21]([O-:22])=[O:23])[cH:19][cH:20]1)[n:14]3.[CH3:26][OH:27]>>[CH3:1][C:2]1([CH3:25])[CH2:3][C:4](=[O:24])[NH:5][c:6]2[cH:7][c:8]3[c:9]([cH:10][c:11]21)[nH:12][c:13](-[c:15]1[cH:16][cH:17][c:18]([NH2:21])[cH:19][cH:20]1)[n:14]3. Starting materials: O=C([O-])O, CNC(c1ccc(OC)c(OCc2ccccc2)c1)C(O)c1ccc(OC)c(OCc2ccccc2)c1, COC(CBr)OC, [Na+]. Yields the product COc1ccc(C(O)C(c2ccc(OC)c(OCc3ccccc3)c2)N(C)CC(OC)OC)cc1OCc1ccccc1. RXN SMILES: [C:45](=[O:46])([O-:47])[OH:48].[CH2:1]([c:2]1[cH:3][cH:4][cH:5][cH:6][cH:7]1)[O:8][c:9]1[cH:10][c:11]([CH:17]([CH:18]([NH:19][CH3:20])[c:21]2[cH:22][c:23]([O:29][CH2:30][c:31]3[cH:32][cH:33][cH:34][cH:35][cH:36]3)[c:24]([O:27][CH3:28])[cH:25][cH:26]2)[OH:37])[cH:12][cH:13][c:14]1[O:15][CH3:16].[CH3:38][O:39][CH:40]([CH2:41][Br:42])[O:43][CH3:44].[Na+:49]>>[CH2:1]([c:2]1[cH:3][cH:4][cH:5][cH:6][cH:7]1)[O:8][c:9]1[cH:10][c:11]([CH:17]([CH:18]([N:19]([CH3:20])[CH2:41][CH:40]([O:39][CH3:38])[O:43][CH3:44])[c:21]2[cH:22][c:23]([O:29][CH2:30][c:31]3[cH:32][cH:33][cH:34][cH:35][cH:36]3)[c:24]([O:27][CH3:28])[cH:25][cH:26]2)[OH:37])[cH:12][cH:13][c:14]1[O:15][CH3:16]. Starting materials: CC(C)C(N)C(=O)OC(C)(C)C, O=S(=O)(Cl)c1ccc2c(Cl)cnc(Cl)c2c1, ClCCl. The product is CC(C)C(NS(=O)(=O)c1ccc2c(Cl)cnc(Cl)c2c1)C(=O)OC(C)(C)C. RXN SMILES: [C:1]([CH3:2])([CH3:3])([CH3:4])[O:5][C:6]([CH:7]([NH2:8])[CH:9]([CH3:10])[CH3:11])=[O:12].[Cl:13][c:14]1[n:15][cH:16][c:17]([Cl:28])[c:18]2[cH:19][cH:20][c:21]([S:24](=[O:25])(=[O:26])[Cl:27])[cH:22][c:23]12.[Cl:29][CH2:30][Cl:31]>>[C:1]([CH3:2])([CH3:3])([CH3:4])[O:5][C:6]([CH:7]([NH:8][S:24]([c:21]1[cH:20][cH:19][c:18]2[c:17]([Cl:28])[cH:16][n:15][c:14]([Cl:13])[c:23]2[cH:22]1)(=[O:25])=[O:26])[CH:9]([CH3:10])[CH3:11])=[O:12]. The reactants are Cc1nc2c(F)c(F)c3c([nH]c(=O)n3-c3ccc(Br)cc3F)c2o1, O=S(=O)(Cl)C1CC1, [H-], [Na+]. The product is Cc1nc2c(F)c(F)c3c(c2o1)n(S(=O)(=O)C1CC1)c(=O)n3-c1ccc(Br)cc1F. As a reaction SMILES: [Br:1][c:2]1[cH:3][c:4]([F:24])[c:5](-[n:8]2[c:9](=[O:23])[nH:10][c:11]3[c:12]2[c:13]([F:22])[c:14]([F:21])[c:15]2[n:16][c:17]([CH3:20])[o:18][c:19]32)[cH:6][cH:7]1.[CH:25]1([S:28](=[O:29])(=[O:30])[Cl:31])[CH2:26][CH2:27]1.[H-:33].[Na+:32]>>[Br:1][c:2]1[cH:3][c:4]([F:24])[c:5](-[n:8]2[c:9](=[O:23])[n:10]([S:28]([CH:25]3[CH2:26][CH2:27]3)(=[O:29])=[O:30])[c:11]3[c:12]2[c:13]([F:22])[c:14]([F:21])[c:15]2[n:16][c:17]([CH3:20])[o:18][c:19]32)[cH:6][cH:7]1.